Dataset: the Open Reaction Database (ORD), a public repository of structured organic reaction records. Task: describe an organic reaction: reactants, conditions, products, and yield The reactants are CN1CCN(CC1)C(=O)C1=C(N(C2=CC=CC=C12)C1=CC=CC=C1)Cl (2-chloro-1-phenyl-indole 3-carboxylic acid 4-methyl-piperazide), COC=1C=C(C(=O)N2CCNCC2)C=C(C1OC)OC (3,4,5-trimethoxy benzoic acid piperazide), Cl (hydrochloride). The product is CN1CCN(CC1)C(=O)C1=C(N(C2=CC=CC=C12)C1=CC=CC=C1)N1CCN(CC1)C(C1=CC(=C(C(=C1)OC)OC)OC)=O (1-Phenyl-2-[4-(3,4,5-trimethoxy-benzoyl)-1-piperazinyl]-indole 3-carboxylic acid 4-methyl-piperazide). As a reaction SMILES: [CH3:1][N:2]1[CH2:7][CH2:6][N:5]([C:8]([C:10]2[C:18]3[C:13](=[CH:14][CH:15]=[CH:16][CH:17]=3)[N:12]([C:19]3[CH:24]=[CH:23][CH:22]=[CH:21][CH:20]=3)[C:11]=2Cl)=[O:9])[CH2:4][CH2:3]1.[CH3:26][O:27][C:28]1[CH:29]=[C:30]([CH:39]=[C:40]([O:44][CH3:45])[C:41]=1[O:42][CH3:43])[C:31]([N:33]1[CH2:38][CH2:37][NH:36][CH2:35][CH2:34]1)=[O:32].Cl>>[CH3:1][N:2]1[CH2:7][CH2:6][N:5]([C:8]([C:10]2[C:18]3[C:13](=[CH:14][CH:15]=[CH:16][CH:17]=3)[N:12]([C:19]3[CH:24]=[CH:23][CH:22]=[CH:21][CH:20]=3)[C:11]=2[N:36]2[CH2:37][CH2:38][N:33]([C:31](=[O:32])[C:30]3[CH:39]=[C:40]([O:44][CH3:45])[C:41]([O:42][CH3:43])=[C:28]([O:27][CH3:26])[CH:29]=3)[CH2:34][CH2:35]2)=[O:9])[CH2:4][CH2:3]1. Reported procedure: This compound was prepared from 2-chloro-1-phenyl-indole 3-carboxylic acid 4-methyl-piperazide and 3,4,5-trimethoxy benzoic acid piperazide in boiling diglym according to Examples 7, 40, 42 and 45. The yield of amorphous product amounted to 77% of the theoretical yield. The hydrochloride melted at 253°-255° C. The reactants are C(C)(C)(C)OCCN1N=NN=C1S (1-(2-t-butoxyethyl)-1H-tetrazole-5-thiol), [Cl-].[Al+3].[Cl-].[Cl-] (aluminum chloride), Cl (hydrochloric acid), C(C)(=O)OCC (ethyl acetate). Solvent: ClCCl (dichloromethane), C1(=CC=CC=C1)OC (anisole). Reaction conditions: time 3 hour. Product: OCCN1N=NN=C1S (1-(2-hydroxyethyl)-1H-tetrazole-5-thiol). Reaction SMILES: [Cl-].[Al+3].[Cl-].[Cl-].C([O:9][CH2:10][CH2:11][N:12]1[C:16]([SH:17])=[N:15][N:14]=[N:13]1)(C)(C)C.Cl.C(OCC)(=O)C>C1(OC)C=CC=CC=1.ClCCl>[OH:9][CH2:10][CH2:11][N:12]1[C:16]([SH:17])=[N:15][N:14]=[N:13]1 |f:0.1.2.3|. Procedure details: To a solution of aluminum chloride (0.2 g) in anisole (1 ml) cooled at 0° C. is added a solution of 1-(2-t-butoxyethyl)-1H-tetrazole-5-thiol (0.202 g) in dichloromethane (2 ml), and the mixture is stirred at room temperature for 3 hours. The reaction mixture is poured into a mixture of 3N-hydrochloric acid (10 ml) and ethyl acetate (20 ml), shaken and the resulting organic layer is taken up. The layer is extracted with aqueous 5% sodium hydroxide. The extract is acidified with hydrochloric acid ... Starting materials: C(C1=CC=CC=C1)OC[C@@H]1C[C@H](C[C@@H]1O[Si](C)(C)C(C)(C)C)NC1N=C(N=C(N1[C@H]1[C@H](CC2=CC=CC=C12)OC)N)Cl (N-((1R,3S,4S)-3-[(benzyloxy)methyl]-4-{[tert-butyl(dimethyl)-silyl]oxy}cyclopentyl)-6-chloro-M-[(1R,2S)-2-methoxy-2,3-dihydro-1H-inden-1-yl]-1,3,5-triazine-2,4-diamine), C(=O)(O)[O-].[Na+] (NaHCO3). The reagents and catalysts are [Pd] (Pd/C). Solvent: CO (methanol), C(Cl)Cl (CH2Cl2). Run at time 2 day. The product is [Si](C)(C)(C(C)(C)C)O[C@@H]1[C@@H](C[C@H](C1)NC1=NC=NC(=N1)N[C@H]1[C@H](CC2=CC=CC=C12)OC)CO ({(1S,2S,4R)-2-{[tert-butyl(dimethyl)silyl]oxy}-4-[(4-{[(1R,2S)-2-methoxy-2,3-dihydro-1H-inden-1-yl]amino}-1,3,5-triazin-2-yl)amino]cyclopentyl}-methanol). Yield: 57.0%. RXN SMILES: C(OC[C@H:10]1[C@@H:14]([O:15][Si:16]([C:19]([CH3:22])([CH3:21])[CH3:20])([CH3:18])[CH3:17])[CH2:13][C@H:12]([NH:23][CH:24]2[N:29]([C@@H:30]3[C:38]4[C:33](=[CH:34][CH:35]=[CH:36][CH:37]=4)[CH2:32][C@@H:31]3[O:39][CH3:40])[C:28]([NH2:41])=[N:27][C:26](Cl)=[N:25]2)[CH2:11]1)C1C=CC=CC=1.[C:43]([O-:46])(O)=O.[Na+]>CO.C(Cl)Cl.[Pd]>[Si:16]([O:15][C@H:14]1[CH2:13][C@H:12]([NH:23][C:24]2[N:41]=[C:28]([NH:29][C@@H:30]3[C:38]4[C:33](=[CH:34][CH:35]=[CH:36][CH:37]=4)[CH2:32][C@@H:31]3[O:39][CH3:40])[N:27]=[CH:26][N:25]=2)[CH2:11][C@H:10]1[CH2:43][OH:46])([C:19]([CH3:21])([CH3:20])[CH3:22])([CH3:18])[CH3:17] |f:1.2|. Procedure details: A suspension of N-((1R,3S,4S)-3-[(benzyloxy)methyl]-4-{[tert-butyl(dimethyl)-silyl]oxy}cyclopentyl)-6-chloro-M-[(1R,2S)-2-methoxy-2,3-dihydro-1H-inden-1-yl]-1,3,5-triazine-2,4-diamine (250 mg, 0.00041 mol) and 10% Pd/C (44 mg, 0.000041 mol) in methanol (1.61 mL) was stirred under an atmosphere of hydrogen for 2 days. The reaction was purged with nitrogen and filtered through celite with EtOAc. The filtrate was concentrated to obtain a yellow oil. The oil was taken up in CH2Cl2 and saturated NaHC... Starting materials: CC12CCCC3=CC(=CC(CCC1)=C32)NC3=NC=C(C=N3)C(=O)OCC (ethyl 2-[(5,6,6a,7,8,9-hexahydro-6a-methyl-4H-2-phenalenyl)amino]pyrimidine-5-carboxylate), [Cl-].[NH4+] (ammonium chloride), [H-].[Na+] (sodium hydride), BrCC (bromoethane). The solvent is CN(C=O)C (N,N-dimethylformamide), CN(C=O)C (N,N-dimethylformamide). Run at time 10 minute. Yields the product C(C)N(C1=NC=C(C=N1)C(=O)O)C1=CC=2CCCC3(CCCC(=C1)C23)C (2-[N-Ethyl-(5,6,6a,7,8,9-hexahydro-6a-methyl-4H-2-phenalenyl)amino]pyrimidine-5-carboxylic acid). Isolated yield 76.0%. Reaction SMILES: [H-].[Na+].[CH3:3][C:4]12[C:16]3[C:8](=[CH:9][C:10]([NH:17][C:18]4[N:23]=[CH:22][C:21]([C:24]([O:26]CC)=[O:25])=[CH:20][N:19]=4)=[CH:11][C:12]=3[CH2:13][CH2:14][CH2:15]1)[CH2:7][CH2:6][CH2:5]2.Br[CH2:30][CH3:31].[Cl-].[NH4+]>CN(C)C=O>[CH2:30]([N:17]([C:10]1[CH:9]=[C:8]2[C:16]3[C:4]([CH3:3])([CH2:5][CH2:6][CH2:7]2)[CH2:15][CH2:14][CH2:13][C:12]=3[CH:11]=1)[C:18]1[N:23]=[CH:22][C:21]([C:24]([OH:26])=[O:25])=[CH:20][N:19]=1)[CH3:31] |f:0.1,4.5|. Procedure: A suspension of sodium hydride (60%, 0.008 g) in N,N-dimethylformamide (2 ml) was added with ethyl 2-[(5,6,6a,7,8,9-hexahydro-6a-methyl-4H-2-phenalenyl)amino]pyrimidine-5-carboxylate (0.033 g) dissolved in N,N-dimethylformamide (1 ml), and the mixture was stirred at room temperature for 10 minutes. The reaction mixture was added with bromoethane (0.021 ml), and the mixture was stirred overnight. The reaction mixture was added with saturated aqueous ammonium chloride, and the mixture was extracte...